Task: describe an organic reaction: reactants, conditions, products, and yield. Dataset: the Open Reaction Database (ORD), a public repository of structured organic reaction records As a reaction SMILES: [CH2:1]1[O:2][CH2:3][c:4]2[cH:5][n:6][c:7]([CH2:10][OH:11])[cH:8][c:9]21.[Cl:12][CH2:13][Cl:14]>>[CH2:1]1[O:2][CH2:3][c:4]2[cH:5][n:6][c:7]([CH:10]=[O:11])[cH:8][c:9]21. Yields the product O=Cc1cc2c(cn1)COC2. The reactants are OCc1cc2c(cn1)COC2, ClCCl. The reactants are peptide, N([C@@H](CCCCNC(=O)OC(C)(C)C)C(=O)O)C(=O)OCC1C2=CC=CC=C2C2=CC=CC=C12 (Fmoc-Lys(Boc)-OH), C(=O)(C(F)(F)F)O (TFA), CC(C)(C)OC(=O)NCCCC[C@@H](C(=O)O)N (H-Lys(Boc)-2-chlorotrityl resin), N([C@@H](C(C)C)C(=O)O)C(=O)OCC1C2=CC=CC=C2C2=CC=CC=C12 (Fmoc-Val-OH). The solvent is CCOCC (Et2O). Yields the product N[C@@H](CCCCN)C(=O)N[C@@H](C(C)C)C(=O)N[C@@H](CCCCN)C(=O)O (Lys-Val-Lys-OH). Reaction SMILES: CC(OC([NH:8][CH2:9][CH2:10][CH2:11][CH2:12][C@H:13]([NH2:17])[C:14]([OH:16])=[O:15])=O)(C)C.[NH:18]([C:26]([O:28]CC1C2C(=CC=CC=2)C2C1=CC=CC=2)=O)[C@H:19]([C:23]([OH:25])=O)[CH:20]([CH3:22])[CH3:21].[NH:43](C(OCC1C2C(=CC=CC=2)C2C1=CC=CC=2)=O)[C@H:44](C(O)=O)[CH2:45][CH2:46][CH2:47][CH2:48][NH:49]C(OC(C)(C)C)=O.C(O)(C(F)(F)F)=O>CCOCC>[NH2:43][C@H:44]([C:26]([NH:18][C@H:19]([C:23]([NH:17][C@H:13]([C:14]([OH:16])=[O:15])[CH2:12][CH2:11][CH2:10][CH2:9][NH2:8])=[O:25])[CH:20]([CH3:21])[CH3:22])=[O:28])[CH2:45][CH2:46][CH2:47][CH2:48][NH2:49]. Procedure: The protective peptide is built on 1.00 g (0.80 mmol) of H-Lys(Boc)-2-chlorotrityl resin using Fmoc-Val-OH, Fmoc-Lys(Boc)-OH and Palm-OSu. The resin is treated for 30 min with 8 ml of TFA 95% and the solution is instilled in 100 ml of Et2O. The precipitate is sucked off, washed and purified by prep. HPLC after drying. The substance is diluted in 30 ml of dioxan:water=4:6, treated overnight with 2.0 g of BioRad resin (acetate form), filtered, rotated and lyophilized. Yield: 110 mg (0.15 mmol, 19%... Reactants: C1(CC1)CC=CCCC(CO)O (7-Cyclopropyl-hept-5-ene-1,2-diol), [H-].[Na+] (sodium hydride). The solvent is C1CCOC1 (THF). Run at time 1 hour. Product: C1(CC1)CC=CCC1OC1 (2-(4-Cyclopropyl-but-2-enyl)-oxirane). As a reaction SMILES: [CH:1]1([CH2:4][CH:5]=[CH:6][CH2:7][CH2:8][CH:9]([OH:12])CO)[CH2:3][CH2:2]1.[H-].[Na+]>C1COCC1>[CH:1]1([CH2:4][CH:5]=[CH:6][CH2:7][CH:8]2[CH2:9][O:12]2)[CH2:3][CH2:2]1 |f:1.2|. Procedure details: To a solution of 7-Cyclopropyl-hept-5-ene-1,2-diol (1.45 g, 9.28 mmol) in THF (30 mL) was added 60% sodium hydride (1.1 g, 27.84 mmol) at 0° C. The mixture was slowly warmed to room temperature and stirred for 1 h. TrisIm (3.41 g, 10.2 mmol) was added in one portion at 0° C. followed stirring at room temperature for 1.5 h. The mixture was quenched with water and extracted with Et2O. The organics were washed with brine, dried over MgSO4, filtered, and concentrated. Purification by silica gel chro... Starting materials: CCO, [Na+], [OH-], CCC(C)(C)c1ccc(OCCCCNC(=O)c2cc(Sc3nnnn3-c3ccccc3)c3ccccc3c2O)c(C(C)(C)CC)c1. The product is CCC(C)(C)c1ccc(OCCCCNC(=O)c2cc(S)c3ccccc3c2O)c(C(C)(C)CC)c1. Reaction SMILES: [CH3:50][CH2:51][OH:52].[Na+:49].[OH-:48].[OH:1][c:2]1[c:3]([C:24](=[O:25])[NH:26][CH2:27][CH2:28][CH2:29][CH2:30][O:31][c:32]2[c:33]([C:43]([CH3:44])([CH3:45])[CH2:46][CH3:47])[cH:34][c:35]([C:38]([CH3:39])([CH3:40])[CH2:41][CH3:42])[cH:36][cH:37]2)[cH:4][c:5]([S:12][c:13]2[n:14](-[c:15]3[cH:16][cH:17][cH:18][cH:19][cH:20]3)[n:21][n:22][n:23]2)[c:6]2[cH:7][cH:8][cH:9][cH:10][c:11]12>>[OH:1][c:2]1[c:3]([C:24](=[O:25])[NH:26][CH2:27][CH2:28][CH2:29][CH2:30][O:31][c:32]2[c:33]([C:43]([CH3:44])([CH3:45])[CH2:46][CH3:47])[cH:34][c:35]([C:38]([CH3:39])([CH3:40])[CH2:41][CH3:42])[cH:36][cH:37]2)[cH:4][c:5]([SH:12])[c:6]2[cH:7][cH:8][cH:9][cH:10][c:11]12. The reactants are O=S(=O)(Cl)c1ccccc1F, Nc1ccc(CCCN2CCN(c3nsc4ccccc34)CC2)cc1. Product: O=S(=O)(Nc1ccc(CCCN2CCN(c3nsc4ccccc34)CC2)cc1)c1ccccc1F. As a reaction SMILES: [F:26][c:27]1[c:28]([S:33](=[O:34])(=[O:35])[Cl:36])[cH:29][cH:30][cH:31][cH:32]1.[s:1]1[n:2][c:3]([N:10]2[CH2:11][CH2:12][N:13]([CH2:16][CH2:17][CH2:18][c:19]3[cH:20][cH:21][c:22]([NH2:25])[cH:23][cH:24]3)[CH2:14][CH2:15]2)[c:4]2[c:5]1[cH:6][cH:7][cH:8][cH:9]2>>[s:1]1[n:2][c:3]([N:10]2[CH2:11][CH2:12][N:13]([CH2:16][CH2:17][CH2:18][c:19]3[cH:20][cH:21][c:22]([NH:25][S:33]([c:28]4[c:27]([F:26])[cH:32][cH:31][cH:30][cH:29]4)(=[O:34])=[O:35])[cH:23][cH:24]3)[CH2:14][CH2:15]2)[c:4]2[c:5]1[cH:6][cH:7][cH:8][cH:9]2. Yields the product COc1ccc(N2CC(C)NC(C)C2)cc1NS(=O)(=O)c1ccc(-c2ccc(C)o2)cc1Cl. Reaction SMILES: [Br:1][c:2]1[cH:3][c:4]([Cl:28])[c:5]([S:8](=[O:9])(=[O:10])[NH:11][c:12]2[c:13]([O:26][CH3:27])[cH:14][cH:15][c:16]([N:18]3[CH2:19][CH:20]([CH3:25])[NH:21][CH:22]([CH3:24])[CH2:23]3)[cH:17]2)[cH:6][cH:7]1.[CH3:29][c:30]1[cH:31][cH:32][c:33]([B:35]([OH:36])[OH:37])[o:34]1.[CH3:38][C:39]([CH3:40])([O-:41])[CH3:42].[CH3:44][O:45][CH2:46][CH2:47][O:48][CH3:49].[K+:43].[OH2:50].[cH:51]1[cH:52][cH:53][c:54]([P:55]([Pd:56]([P:57]([c:58]2[cH:59][cH:60][cH:61][cH:62][cH:63]2)([c:64]2[cH:65][cH:66][cH:67][cH:68][cH:69]2)[c:70]2[cH:71][cH:72][cH:73][cH:74][cH:75]2)([P:76]([c:77]2[cH:78][cH:79][cH:80][cH:81][cH:82]2)([c:83]2[cH:84][cH:85][cH:86][cH:87][cH:88]2)[c:89]2[cH:90][cH:91][cH:92][cH:93][cH:94]2)[P:95]([c:96]2[cH:97][cH:98][cH:99][cH:100][cH:101]2)([c:102]2[cH:103][cH:104][cH:105][cH:106][cH:107]2)[c:108]2[cH:109][cH:110][cH:111][cH:112][cH:113]2)([c:114]2[cH:115][cH:116][cH:117][cH:118][cH:119]2)[c:120]2[cH:121][cH:122][cH:123][cH:124][cH:125]2)[cH:126][cH:127]1>>[c:2]1(-[c:33]2[cH:32][cH:31][c:30]([CH3:29])[o:34]2)[cH:3][c:4]([Cl:28])[c:5]([S:8](=[O:9])(=[O:10])[NH:11][c:12]2[c:13]([O:26][CH3:27])[cH:14][cH:15][c:16]([N:18]3[CH2:19][CH:20]([CH3:25])[NH:21][CH:22]([CH3:24])[CH2:23]3)[cH:17]2)[cH:6][cH:7]1. Starting materials: COc1ccc(N2CC(C)NC(C)C2)cc1NS(=O)(=O)c1ccc(Br)cc1Cl, Cc1ccc(B(O)O)o1, CC(C)(C)[O-], COCCOC, [K+], O, c1ccc(P(c2ccccc2)(c2ccccc2)[Pd](P(c2ccccc2)(c2ccccc2)c2ccccc2)(P(c2ccccc2)(c2ccccc2)c2ccccc2)P(c2ccccc2)(c2ccccc2)c2ccccc2)cc1. Starting materials: [OH-].[Li+] (lithium hydroxide), [OH-].[Na+] (sodium hydroxide), C(C)NC=1C(=C(C(=O)OC(C)(C)C)C=C(C1C(=O)OC)C)C (1-tert-Butyl 4-methyl 3-(ethylamino)-2,5-dimethylterephthalate), [OH-].[Li+] (Lithium hydroxide), Cl (hydrochloric acid). Solvent: CO (methanol), O1CCOCC1 (dioxane), O (water). Reaction conditions: time 16 hour. Yields the product C(C)(C)(C)OC(=O)C1=C(C(=C(C(=O)O)C(=C1)C)NCC)C (4-(tert-butoxycarbonyl)-2-(ethylamino)-3,6-dimethylbenzoic acid). The yield is 84.7%. Reaction SMILES: [CH2:1]([NH:3][C:4]1[C:5]([CH3:22])=[C:6]([CH:14]=[C:15]([CH3:21])[C:16]=1[C:17]([O:19]C)=[O:18])[C:7]([O:9][C:10]([CH3:13])([CH3:12])[CH3:11])=[O:8])[CH3:2].[OH-].[Li+].[OH-].[Na+].Cl>O1CCOCC1.O.CO>[C:10]([O:9][C:7]([C:6]1[CH:14]=[C:15]([CH3:21])[C:16]([C:17]([OH:19])=[O:18])=[C:4]([NH:3][CH2:1][CH3:2])[C:5]=1[CH3:22])=[O:8])([CH3:13])([CH3:12])[CH3:11] |f:1.2,3.4|. Reported procedure: 1-tert-Butyl 4-methyl 3-(ethylamino)-2,5-dimethylterephthalate (142 mg, 0.463 mmol) was dissolved in dioxane (2 mL) and was cooled in an ice bath. 2N Lithium hydroxide (0.25 mL) was added and the mixture was stirred for 16 h and then methanol (0.5 mL) and 2N lithium hydroxide (0.25 mL) were added, and the mixture was stirred at ambient temperature for 1.5 h. The mixture was cooled in an ice bath and 1N sodium hydroxide (0.5 mL) was added and the mixture was stirred for 1 h and then was warmed to...